Dataset: the Open Reaction Database (ORD), a public repository of structured organic reaction records. Task: describe an organic reaction: reactants, conditions, products, and yield Reactants: C(=O)([O-])[O-].[Na+].[Na+] (Na2CO3), C(C(C)(C)C)(=O)O (pivalic acid), CC1(C2=CC=CC=C2C=2C=CC(=CC12)NC1=CC=CC=C1)C ((9,9-dimethyl-9H-fluoren-2-yl)phenylamine), C([O-])([O-])=O.[K+].[K+] (potassium carbonate). The reagents and catalysts are C(C)(=O)[O-].[Pd+2].C(C)(=O)[O-] (palladium(II)acetate), C(C)(=O)[O-].[Pd+2].C(C)(=O)[O-] (palladium(II)acetate). Run in ClCCl (dichloromethane). Run at temperature 120 celsius, time 9 hour. Product: CC1(C2=CC=CC=C2C=2C1=CC=1NC3=CC=CC=C3C1C2)C (12,12-dimethyl-10,12-dihydro-10-azaindeno-[2,1-b]fluorene). RXN SMILES: C(O)(=O)C(C)(C)C.[CH3:8][C:9]1([CH3:29])[C:21]2[CH:20]=[C:19]([NH:22][C:23]3[CH:28]=[CH:27][CH:26]=[CH:25][CH:24]=3)[CH:18]=[CH:17][C:16]=2[C:15]2[C:10]1=[CH:11][CH:12]=[CH:13][CH:14]=2.C(=O)([O-])[O-].[K+].[K+].C([O-])([O-])=O.[Na+].[Na+]>C([O-])(=O)C.[Pd+2].C([O-])(=O)C.ClCCl>[CH3:8][C:9]1([CH3:29])[C:21]2=[CH:20][C:19]3[NH:22][C:23]4[C:28]([C:18]=3[CH:17]=[C:16]2[C:15]2[C:10]1=[CH:11][CH:12]=[CH:13][CH:14]=2)=[CH:27][CH:26]=[CH:25][CH:24]=4 |f:2.3.4,5.6.7,8.9.10|. Procedure details: 35 ml of pivalic acid are added to 10 g of (9,9-dimethyl-9H-fluoren-2-yl)phenylamine (35 mmol), 0.4 g of palladium(II)acetate (1.78 mmol) and 0.5 g of potassium carbonate (3.62 mmol), and the mixture is stirred at 120° C. for 9 h. After this time, 0.4 g of palladium(II)acetate (1.78 mmol) is added, and the mixture is stirred at 120° C. for a further 9 h. 200 ml of dichloromethane and 0.1 M Na2CO3 solution are then added. The mixture is partitioned between water and dichloromethane, the aqueous p... As a reaction SMILES: [C:1]1([C:11](=[O:12])[O:13][CH2:14][CH3:15])([C:16]([O:17][CH2:18][CH3:19])=[O:20])[CH2:2][CH2:3][CH2:4][c:5]2[cH:6][cH:7][cH:8][cH:9][c:10]21.[CH3:24][S:25](=[O:26])[CH3:27].[Cl-:22].[Na+:21].[OH2:23]>>[CH:1]1([C:11](=[O:12])[O:13][CH2:14][CH3:15])[CH2:2][CH2:3][CH2:4][c:5]2[cH:6][cH:7][cH:8][cH:9][c:10]21. The product is CCOC(=O)C1CCCc2ccccc21. Starting materials: CCOC(=O)C1(C(=O)OCC)CCCc2ccccc21, CS(C)=O, [Cl-], [Na+], O. RXN SMILES: [CH2:12]([Li:13])[CH2:14][CH2:15][CH3:16].[CH2:32]1[O:33][CH2:34][CH2:35][CH2:36]1.[Cl:17][c:18]1[c:19]([C:28](=[O:29])[Cl:30])[c:20]([C:24]([F:25])([F:26])[F:27])[n:21][n:22]1[CH3:23].[Cl:1][c:2]1[cH:3][cH:4][c:5]([O:6][CH2:7][C:8]#[N:9])[cH:10][cH:11]1.[ClH:31]>>[Cl:1][c:2]1[cH:3][cH:4][c:5]([O:6][C:7]([C:8]#[N:9])=[C:28]([c:19]2[c:18]([Cl:17])[n:22]([CH3:23])[n:21][c:20]2[C:24]([F:25])([F:26])[F:27])[OH:29])[cH:10][cH:11]1. Product: Cn1nc(C(F)(F)F)c(C(O)=C(C#N)Oc2ccc(Cl)cc2)c1Cl. Starting materials: [Li]CCCC, C1CCOC1, Cn1nc(C(F)(F)F)c(C(=O)Cl)c1Cl, N#CCOc1ccc(Cl)cc1, Cl. Starting materials: C([O-])([O-])=O.[K+].[K+] (potassium carbonate), S(=O)(=O)(OCC)OCC (diethyl sulfate), C(C)#N (acetonitrile), O1[C@H]2C[C@H]3[C@@H]([C@@H](OC=C3C(=O)O)OC(NC)=O)[C@]21C ((1S, 4aS,6S,7R,7aR)-6,7-epoxy-1,4a,5,6,7,7a-hexahydro-7-methyl-1-(methylcarbamoyloxy) cyclopenta [c]-pyrane-4-carboxylic acid). Run in CCCCCC.C(C)(=O)OCC (hexane ethyl acetate). Yields the product C(C)OC(=O)C=1[C@@H]2[C@@H]([C@@H](OC1)OC(NC)=O)[C@@]1([C@H](C2)O1)C ((1S,4aS,6S,7R,7aR)-6,7-epoxy-1, 4a,5,6,7,7a-hexahydro-7-methyl-1-(methylcarbamoyloxy) cyclopenta [c]-pyrane-4-carboxylic acid ethylester). Reaction conditions: temperature 70 celsius, time 1 hour. Procedure details: 130 mg of potassium carbonate and 121 μl of diethyl sulfate were added to an acetonitrile solution containing 210 mg of (1S, 4aS,6S,7R,7aR)-6,7-epoxy-1,4a,5,6,7,7a-hexahydro-7-methyl-1-(methylcarbamoyloxy) cyclopenta [c]-pyrane-4-carboxylic acid described in Example 1 followed by heating and stirring for 1 hour at 70° C. The reaction mixture was then extracted with ethyl acetate. After washing the organic phase with dilute hydrochloric acid, saturated aqueous sodium bicarbonate and brine, it was... Isolated yield 88.0%. As a reaction SMILES: C(=O)([O-])[O-].[K+].[K+].S(OCC)(O[CH2:11][CH3:12])(=O)=O.C(#N)C.[O:19]1[C@@:36]2([CH3:37])[C@@H:20]1[CH2:21][C@@H:22]1[C:27]([C:28]([OH:30])=[O:29])=[CH:26][O:25][C@@H:24]([O:31][C:32](=[O:35])[NH:33][CH3:34])[C@H:23]12>CCCCCC.C(OCC)(=O)C>[CH2:11]([O:29][C:28]([C:27]1[C@H:22]2[CH2:21][C@@H:20]3[O:19][C@:36]3([CH3:37])[C@@H:23]2[C@H:24]([O:31][C:32](=[O:35])[NH:33][CH3:34])[O:25][CH:26]=1)=[O:30])[CH3:12] |f:0.1.2,6.7|. RXN SMILES: C1(C)C=CC(S(O[CH2:11][CH:12]2[CH2:20][CH:19]3[CH:15]([CH2:16][N:17]([C:21](=[O:37])[CH2:22][C:23]4[CH:28]=[CH:27][CH:26]=[CH:25][C:24]=4[O:29][CH2:30][C:31]4[CH:36]=[CH:35][CH:34]=[CH:33][CH:32]=4)[CH2:18]3)[C:14]([C:39]3[CH:44]=[CH:43][CH:42]=[CH:41][C:40]=3[F:45])([OH:38])[CH2:13]2)(=O)=O)=CC=1.[C-:47]#[N:48].[K+]>>[C:47]([CH2:11][CH:12]1[CH2:20][CH:19]2[CH:15]([CH2:16][N:17]([C:21](=[O:37])[CH2:22][C:23]3[CH:28]=[CH:27][CH:26]=[CH:25][C:24]=3[O:29][CH2:30][C:31]3[CH:36]=[CH:35][CH:34]=[CH:33][CH:32]=3)[CH2:18]2)[C:14]([C:39]2[CH:44]=[CH:43][CH:42]=[CH:41][C:40]=2[F:45])([OH:38])[CH2:13]1)#[N:48] |f:1.2|. Reported procedure: The procedure is as described for Example 13, starting from 1.67 g of (3aRS,4RS,6RS,7aSR)-6-p-toluenesulphonyloxymethyl-4-(2-fluorophenyl)-2-(2-benzyloxyphenylacetyl)perhydroisoindol-4-ol and 0.104 g of potassium cyanide, and gives 0.35 g of (3aRS,4RS,6SR,7aSR)-6-cyanomethyl-4-(2-fluorophenyl)-2-(2-benzyloxyphenylacetyl)perhydroisoindol-4-ol in the form of a thick pink foam. Product: C(#N)CC1CC(C2CN(CC2C1)C(CC1=C(C=CC=C1)OCC1=CC=CC=C1)=O)(O)C1=C(C=CC=C1)F ((3aRS,4RS,6SR,7aSR)-6-cyanomethyl-4-(2-fluorophenyl)-2-(2-benzyloxyphenylacetyl)perhydroisoindol-4-ol). The reactants are C1(=CC=C(C=C1)S(=O)(=O)OCC1CC(C2CN(CC2C1)C(CC1=C(C=CC=C1)OCC1=CC=CC=C1)=O)(O)C1=C(C=CC=C1)F)C ((3aRS,4RS,6RS,7aSR)-6-p-toluenesulphonyloxymethyl-4-(2-fluorophenyl)-2-(2-benzyloxyphenylacetyl)perhydroisoindol-4-ol), [C-]#N.[K+] (potassium cyanide). The yield is 44.0%. Starting materials: 17.5, C(C=C)N1C(NC2=C1C=CC=C2)=O (1,3-dihydro-1-(2-propenyl)-2H-benzimidazol-2-one), [Cl-] (chloride), [OH-].[Na+] (sodium hydroxide), BrCCCCl (1-bromo-3-chloropropane). Run in O (water). Run at time 5 hour. Product: 21, ClCCCN1C(N(C2=C1C=CC=C2)CC=C)=O (1-(3-chloropropyl)-1,3-dihydro-3-(2-propenyl)-2H-benzimidazol-2-one). Isolated yield 84.0%. Reaction SMILES: [CH2:1]([N:4]1[C:8]2[CH:9]=[CH:10][CH:11]=[CH:12][C:7]=2[NH:6][C:5]1=[O:13])[CH:2]=[CH2:3].[Cl-].[OH-].[Na+].Br[CH2:18][CH2:19][CH2:20][Cl:21]>O>[Cl:21][CH2:20][CH2:19][CH2:18][N:6]1[C:7]2[CH:12]=[CH:11][CH:10]=[CH:9][C:8]=2[N:4]([CH2:1][CH:2]=[CH2:3])[C:5]1=[O:13] |f:2.3|. Procedure: To a stirred and heated mixture of 17.5 parts of 1,3-dihydro-1-(2-propenyl)-2H-benzimidazol-2-one, 5 parts of N,N,N-triethylbenzenemethanaminimum chloride and 150 parts of a sodium hydroxide solution 60% are added dropwise 20.5 parts of 1-bromo-3-chloropropane at 60° C. Upon completion, stirring at 60° C is continued for 5 hours. The reaction mixture is cooled, water is added and the product is extracted with trichloromethane. The extract is dried, filtered and evaporated, yielding 21 parts (84%...